This data is from the Open Reaction Database (ORD), a public repository of structured organic reaction records. The task is: describe an organic reaction: reactants, conditions, products, and yield The reactants are C1(=CC=CC=C1)[Mg]Br (phenylmagnesium bromide), 2R,5S-1-allyl-2,5-dimethylpiperazine, N1N=NC2=C1C=CC=C2 (benzotriazole), C(=O)C=1C=C(C(=O)N(CC)CC)C=CC1 (3-formyl-N,N-diethylbenzamide), N1N=NC2=C1C=CC=C2 (benzotriazole). Reagents/catalysts: C(C)N(CC)CC (triethylamine). Solvent: C(C)(=O)OCC (ethyl acetate), C1(=CC=CC=C1)C (toluene). Reaction conditions: time 2 hour. Yields the product C(C=C)N1C[C@@H](N(C[C@H]1C)[C@H](C1=CC=CC=C1)C=1C=C(C(=O)N(CC)CC)C=CC1)C ((+)-3-((αR)-α-((2S,5R)-4-allyl-2,5-dimethyl-1-piperazinyl)benzyl)-N,N-diethylbenzamide). Reaction SMILES: [NH:1]1[C:5]2C=CC=[CH:9][C:4]=2[N:3]=N1.[CH:10]([C:12]1[CH:13]=[C:14]([CH:22]=[CH:23][CH:24]=1)[C:15]([N:17]([CH2:20][CH3:21])[CH2:18][CH3:19])=[O:16])=O.[C:25]1([Mg]Br)[CH:30]=[CH:29][CH:28]=[CH:27][CH:26]=1>C1(C)C=CC=CC=1.C(N(CC)CC)C.C(OCC)(=O)C>[CH2:24]([N:3]1[C@H:4]([CH3:9])[CH2:5][N:1]([C@@H:10]([C:12]2[CH:13]=[C:14]([CH:22]=[CH:23][CH:24]=2)[C:15]([N:17]([CH2:20][CH3:21])[CH2:18][CH3:19])=[O:16])[C:25]2[CH:30]=[CH:29][CH:28]=[CH:27][CH:26]=2)[C@@H:14]([CH3:15])[CH2:13]1)[CH:12]=[CH2:10]. Procedure details: 2R,5S-1-allyl-2,5-dimethylpiperazine (6.99 g, 45.30 mmol, Chirotech Technology, Ltd., Cambridge, England), benzotriazole (5.45 g, 45.76 mmol, 1.01 eq.), and 3-formyl-N,N-diethylbenzamide (9.30 g, 45.30 mmol) were mixed in 300 mL of dry toluene with two drops of triethylamine. The mixture was placed in an oil bath maintained below 140° C. (bath temperature. The flask was attached to a Dean-Stark trap and reflux condenser to allow the azeotropic removal of water. The mixture was refluxed for 2–3 h... The reactants are C(C)OC(C=C[C@H]([C@@H](C[C@H](CO[Si](C1=CC=CC=C1)(C1=CC=CC=C1)C(C)(C)C)OCC1=CC=C(C=C1)OC)OCC1=CC=C(C=C1)OC)C)=O ([4R,5R,7R]-8-(tert-Butyldiphenylsilanyloxy)-5,7-bis-(4-methoxybenzyloxy)-4-methyloct-2-enoic acid ethyl ester). Solvent: C(Cl)Cl (CH2Cl2), C1(=CC=CC=C1)C (toluene). Run at time 30 minute. The product is [Si](C1=CC=CC=C1)(C1=CC=CC=C1)(C(C)(C)C)OC[C@@H](C[C@H]([C@@H](C=CCO)C)OCC1=CC=C(C=C1)OC)OCC1=CC=C(C=C1)OC ([4R,5R,7R]-8-(tert-Butyldiphenylsilanyloxy)-5,7-bis-(4-methoxybenzyloxy)-4-methyloct-2-en-1-ol). Isolated yield 80.1%. RXN SMILES: C([O:3][C:4](=O)[CH:5]=[CH:6][C@@H:7]([CH3:50])[C@H:8]([O:40][CH2:41][C:42]1[CH:47]=[CH:46][C:45]([O:48][CH3:49])=[CH:44][CH:43]=1)[CH2:9][C@@H:10]([O:30][CH2:31][C:32]1[CH:37]=[CH:36][C:35]([O:38][CH3:39])=[CH:34][CH:33]=1)[CH2:11][O:12][Si:13]([C:26]([CH3:29])([CH3:28])[CH3:27])([C:20]1[CH:25]=[CH:24][CH:23]=[CH:22][CH:21]=1)[C:14]1[CH:19]=[CH:18][CH:17]=[CH:16][CH:15]=1)C>C(Cl)Cl.C1(C)C=CC=CC=1>[Si:13]([O:12][CH2:11][C@H:10]([O:30][CH2:31][C:32]1[CH:33]=[CH:34][C:35]([O:38][CH3:39])=[CH:36][CH:37]=1)[CH2:9][C@@H:8]([O:40][CH2:41][C:42]1[CH:47]=[CH:46][C:45]([O:48][CH3:49])=[CH:44][CH:43]=1)[C@H:7]([CH3:50])[CH:6]=[CH:5][CH2:4][OH:3])([C:26]([CH3:29])([CH3:27])[CH3:28])([C:14]1[CH:19]=[CH:18][CH:17]=[CH:16][CH:15]=1)[C:20]1[CH:21]=[CH:22][CH:23]=[CH:24][CH:25]=1. Reported procedure: To a stirred solution of ester 91 (600 mg, 0.84 mmol) in CH2Cl2 (6 mL) at −40° C. under argon was added slowly over 10 min via syringe DibalH in toluene (9 mL, 1M). After 30 min at 40° C., the reaction mixture was quenched by slow addition of MeOH (0.6 mL) and warmed to rt. The reaction mixture was poured into a vigorously stirred solution of saturated Rochelle salt in H2O (8 mL) and EtOAc (12 mL) and stirred overnight. The aqueous layer was separated and extracted with EtOAc (3×5 mL), dried ove... Reactants: CCCCc1nc(Cl)c(CO)n1Cc1ccc2nn(-c3ccccc3C(=O)OCC)cc2c1, CCO, [K+], [OH-], O. Yields the product CCCCc1nc(Cl)c(CO)n1Cc1ccc2nn(-c3ccccc3C(=O)O)cc2c1. RXN SMILES: [CH2:6]([CH2:7][CH2:8][CH3:9])[c:10]1[n:11]([CH2:18][c:19]2[cH:20][c:21]3[cH:22][n:23](-[c:28]4[c:29]([C:34](=[O:35])[O:36][CH2:37][CH3:38])[cH:30][cH:31][cH:32][cH:33]4)[n:24][c:25]3[cH:26][cH:27]2)[c:12]([CH2:16][OH:17])[c:13]([Cl:15])[n:14]1.[CH3:1][CH2:2][OH:3].[K+:5].[OH-:4].[OH2:39]>>[CH2:6]([CH2:7][CH2:8][CH3:9])[c:10]1[n:11]([CH2:18][c:19]2[cH:20][c:21]3[cH:22][n:23](-[c:28]4[c:29]([C:34](=[O:35])[OH:36])[cH:30][cH:31][cH:32][cH:33]4)[n:24][c:25]3[cH:26][cH:27]2)[c:12]([CH2:16][OH:17])[c:13]([Cl:15])[n:14]1. Reactants: C(CCl)Cl (EDC), C(=O)(O)C=1C=CC2=C(CN(C([C@@H](N2)CC(=O)OC)=O)C)C1 (methyl (2S)-7-carboxy-4-methyl-3-oxo-2,3,4,5-tetrahydro-1H-1,4-benzodiazepine-2-acetate), Cl.Cl.NCC=1NC2=C(N1)C=CC=C2 (2-aminomethylbenzimidazole dihydrochloride), C=1C=CC2=C(C1)N=NN2O (HOBT), O (H2O), C(C)(C)N(CC)C(C)C (diisopropylethylamine). Solvent: CN(C)C=O (DMF). Reaction conditions: time 21 hour. Yields the product N1=C(NC2=C1C=CC=C2)CNC(=O)C=2C=CC1=C(CN(C([C@@H](N1)CC(=O)OC)=O)C)C2 (Methyl (2S)-7-[[[(2-benzimidazolyl)methyl]amino]carbonyl]-4-methyl-3-oxo-2,3,4,5-tetrahydro-1H-1,4-benzodiazepine-2-acetate). Isolated yield 52.0%. RXN SMILES: C(Cl)CCl.[C:5]([C:8]1[CH:9]=[CH:10][C:11]2[NH:17][C@@H:16]([CH2:18][C:19]([O:21][CH3:22])=[O:20])[C:15](=[O:23])[N:14]([CH3:24])[CH2:13][C:12]=2[CH:25]=1)([OH:7])=O.Cl.Cl.[NH2:28][CH2:29][C:30]1[NH:31][C:32]2[CH:38]=[CH:37][CH:36]=[CH:35][C:33]=2[N:34]=1.C1C=CC2N(O)N=NC=2C=1.O.C(N(C(C)C)CC)(C)C>CN(C=O)C>[N:31]1[C:32]2[CH:38]=[CH:37][CH:36]=[CH:35][C:33]=2[NH:34][C:30]=1[CH2:29][NH:28][C:5]([C:8]1[CH:9]=[CH:10][C:11]2[NH:17][C@@H:16]([CH2:18][C:19]([O:21][CH3:22])=[O:20])[C:15](=[O:23])[N:14]([CH3:24])[CH2:13][C:12]=2[CH:25]=1)=[O:7] |f:2.3.4|. Procedure: EDC (1.15 g, 6.02 mmol) was added to a solution of methyl (2S)-7-carboxy-4-methyl-3-oxo-2,3,4,5-tetrahydro-1H-1,4-benzodiazepine-2-acetate (2.11 g, 5.02 mmol), 2-aminomethylbenzimidazole dihydrochloride (1.15 g, 6.02 mmol), HOBT.H2O (811 mg, 6.02 mmol), and diisopropylethylamine (1.76 mL, 10 mmol) in anhydrous DMF (25 mL) at RT. After 21 h, the reaction was concentrated on the rotavap (high vacuum), and the residue was taken up in CH2Cl2 (240 mL) and washed with H2O. The organic layer was dried ...